This data is from the Open Reaction Database (ORD), a public repository of structured organic reaction records. The task is: describe an organic reaction: reactants, conditions, products, and yield Reactants: C(N)(=O)CCN1C=C(C2=CC(=CC=C12)C(NCC1CCCC1)=O)CC1=C(C=C(C(=O)O)C=C1)OC (4-[1-(2-carbamoylethyl)-5-(N-cyclopentylmethylcarbamoyl)indol-3-ylmethyl]-3-methoxybenzoic acid), Cl.CN(CCCN=C=NCC)C (1-(3-dimethylaminopropyl)-3-ethylcarbodiimide hydrochloride), C=1(C(=CC=CC1)S(=O)(=O)N)C (ortho-toluenesulphonamide). The reagents and catalysts are CN(C1=CC=NC=C1)C (4-(dimethylamino)pyridine). Run in ClCCl (dichloromethane), ClCCl (dichloromethane). The product is C(N)(=O)CCN1C=C(C2=CC(=CC=C12)C(NCC1CCCC1)=O)CC1=C(C=C(C(=O)NS(=O)(=O)C2=C(C=CC=C2)C)C=C1)OC (N-[4-[1-(2-Carbamoylethyl)-5-(N-cyclopentylmethyl carbamoyl)indol-3-ylmethyl]-3-methoxybenzoyl]-2-methylbenzenesulphonamide). Isolated yield 36.4%. As a reaction SMILES: [C:1]([CH2:4][CH2:5][N:6]1[C:14]2[C:9](=[CH:10][C:11]([C:15](=[O:23])[NH:16][CH2:17][CH:18]3[CH2:22][CH2:21][CH2:20][CH2:19]3)=[CH:12][CH:13]=2)[C:8]([CH2:24][C:25]2[CH:33]=[CH:32][C:28]([C:29](O)=[O:30])=[CH:27][C:26]=2[O:34][CH3:35])=[CH:7]1)(=[O:3])[NH2:2].Cl.CN(C)CCCN=C=NCC.[C:48]1([CH3:58])[C:49]([S:54]([NH2:57])(=[O:56])=[O:55])=[CH:50][CH:51]=[CH:52][CH:53]=1>CN(C)C1C=CN=CC=1.ClCCl>[C:1]([CH2:4][CH2:5][N:6]1[C:14]2[C:9](=[CH:10][C:11]([C:15](=[O:23])[NH:16][CH2:17][CH:18]3[CH2:19][CH2:20][CH2:21][CH2:22]3)=[CH:12][CH:13]=2)[C:8]([CH2:24][C:25]2[CH:33]=[CH:32][C:28]([C:29]([NH:57][S:54]([C:49]3[CH:50]=[CH:51][CH:52]=[CH:53][C:48]=3[CH3:58])(=[O:55])=[O:56])=[O:30])=[CH:27][C:26]=2[O:34][CH3:35])=[CH:7]1)(=[O:3])[NH2:2] |f:1.2|. Procedure details: A solution of 4-[1-(2-carbamoylethyl)-5-(N-cyclopentylmethylcarbamoyl)indol-3-ylmethyl]-3-methoxybenzoic acid (77 mg), 4-(dimethylamino)pyridine (20 mg), 1-(3-dimethylaminopropyl)-3-ethylcarbodiimide hydrochloride (37 mg), and ortho-toluenesulphonamide (28 mg) in dichloromethane (2.0 ml) was stirred under a nitrogen atmosphere for 48 hours. The mixture was diluted with dichloromethane; washed with 10% v/v hydrochloric acid, water, and brine; and evaporated. The resulting white solid was crystall...